This data is from the Open Reaction Database (ORD), a public repository of structured organic reaction records. The task is: describe an organic reaction: reactants, conditions, products, and yield Product: Cc1nc2ccc(I)cc2c(N2CCCCC2)c1S(C)(=O)=O. Reactants: C1CCNCC1, CN(C)C=O, CCN(C(C)C)C(C)C, Cc1nc2ccc(I)cc2c(Cl)c1S(C)(=O)=O. Reaction SMILES: [CH2:18]1[CH2:19][CH2:20][NH:21][CH2:22][CH2:23]1.[CH3:33][N:34]([CH3:35])[CH:36]=[O:37].[CH:24]([N:25]([CH2:26][CH3:27])[CH:28]([CH3:29])[CH3:30])([CH3:31])[CH3:32].[Cl:1][c:2]1[c:3]([S:14](=[O:15])(=[O:16])[CH3:17])[c:4]([CH3:13])[n:5][c:6]2[cH:7][cH:8][c:9]([I:12])[cH:10][c:11]12>>[c:2]1([N:21]2[CH2:20][CH2:19][CH2:18][CH2:23][CH2:22]2)[c:3]([S:14](=[O:15])(=[O:16])[CH3:17])[c:4]([CH3:13])[n:5][c:6]2[cH:7][cH:8][c:9]([I:12])[cH:10][c:11]12. The reactants are [OH-].[Na+] (sodium hydroxide), C(#N)C1=C2C(OCC2=C(C(=C1C/C=C(/CCC(=O)OC)\C)CC)C)=O (methyl (E)-6-(4-cyano-1,3-dihydro-6-ethyl-7-methyl-3-oxoisobenzofuran-5-yl)-4-methyl-4-hexenoate), [OH-].[Na+] (sodium hydroxide), CO (methanol). Run in O (water). Yields the product C(=O)(O)C1=C2C(OCC2=C(C(=C1C/C=C(/CCC(=O)O)\C)CC)C)=O ((E)-6-(4-carboxy-1,3-dihydro-6-ethyl-7-methyl-3-oxoisobenzofuran-5-yl)-4-methyl-4-hexenoic acid). As a reaction SMILES: [C:1]([C:3]1[C:11]([CH2:12]/[CH:13]=[C:14](\[CH3:21])/[CH2:15][CH2:16][C:17]([O:19]C)=[O:18])=[C:10]([CH2:22][CH3:23])[C:9]([CH3:24])=[C:8]2[C:4]=1[C:5](=[O:25])[O:6][CH2:7]2)#N.[OH-:26].[Na+].C[OH:29]>O>[C:1]([C:3]1[C:11]([CH2:12]/[CH:13]=[C:14](\[CH3:21])/[CH2:15][CH2:16][C:17]([OH:19])=[O:18])=[C:10]([CH2:22][CH3:23])[C:9]([CH3:24])=[C:8]2[C:4]=1[C:5](=[O:25])[O:6][CH2:7]2)([OH:29])=[O:26] |f:1.2|. Reported procedure: A mixture of 4.0 g of methyl (E)-6-(4-cyano-1,3-dihydro-6-ethyl-7-methyl-3-oxoisobenzofuran-5-yl)-4-methyl-4-hexenoate and 1.86 g of sodium hydroxide in 100 ml of 3:2 water:methanol is heated at reflux for 2 hours. The resulting homogenous solution is distilled until 30 ml of distillate is recovered. An additional 0.6 g (15 mmol) of sodium hydroxide is added to the reaction solution and it is refluxed for 2 days. Upon cooling the solution is partitioned between 1N aqueous HCl and ethyl acetate. ...